Dataset: the Open Reaction Database (ORD), a public repository of structured organic reaction records. Task: describe an organic reaction: reactants, conditions, products, and yield The reactants are CC(C)CCS, Cc1cc(S)c(C)o1, CCOCC, I, [Na+], [Na+], O=C([O-])[O-], O. Yields the product Cc1cc(SSCCC(C)C)c(C)o1. RXN SMILES: [CH2:9]([CH2:10][CH:11]([CH3:12])[CH3:13])[SH:14].[CH3:1][c:2]1[o:3][c:4]([CH3:8])[cH:5][c:6]1[SH:7].[CH3:22][CH2:23][O:24][CH2:25][CH3:26].[I:21].[Na+:15].[Na+:16].[O-:17][C:18](=[O:19])[O-:20].[OH2:27]>>[CH3:1][c:2]1[o:3][c:4]([CH3:8])[cH:5][c:6]1[S:7][S:14][CH2:9][CH2:10][CH:11]([CH3:12])[CH3:13]. The reactants are FC1=CC=C(C=C1)C=1SC=CN1 (2-(4-fluorophenyl)thiazole), [Li+].CC(C)[N-]C(C)C (LDA), C1=NC=CC=2C(CCCC12)=O (7,8-Dihydroisoquinolin-5(6H)-one). Run in C1CCOC1 (THF). Reaction conditions: temperature -78 celsius, time 20 minute. Yields the product FC1=CC=C(C=C1)C=1SC(=CN1)C1(C=2C=CN=CC2CCC1)O (5-(2-(4-fluorophenyl)thiazol-5-yl)-5,6,7,8-tetrahydroisoquinolin-5-ol). The yield is 46.0%. Reaction SMILES: [F:1][C:2]1[CH:7]=[CH:6][C:5]([C:8]2[S:9][CH:10]=[CH:11][N:12]=2)=[CH:4][CH:3]=1.[Li+].CC([N-]C(C)C)C.[CH:21]1[C:30]2[CH2:29][CH2:28][CH2:27][C:26](=[O:31])[C:25]=2[CH:24]=[CH:23][N:22]=1>C1COCC1>[F:1][C:2]1[CH:3]=[CH:4][C:5]([C:8]2[S:9][C:10]([C:26]3([OH:31])[CH2:27][CH2:28][CH2:29][C:30]4[CH:21]=[N:22][CH:23]=[CH:24][C:25]3=4)=[CH:11][N:12]=2)=[CH:6][CH:7]=1 |f:1.2|. Procedure details: To a solution of DIPA (0.424 g, 4.2 mmol) in dry THF at −78° C. was added n-BuLi (0.268 g, 4.2 mmol) dropwise at −78° C., and the mixture was stirred for 30 min to produce LDA. A solution of 2-(4-fluorophenyl)thiazole (0.510 g, 2.8 mmol) in dry THF at −78° C. was then added to the above LDA solution. 7,8-Dihydroisoquinolin-5(6H)-one (0.419 g, 2.8 mmol) [prepared as described in Vanotti, International Patent Publication No. WO-2008/065054] was added dropwise to the reaction mixture, which was the... The reactants are C(C)(=O)N1CC(N(C2C(C12)C(=O)OCC)CC1=CC=C(C=C1)F)=O (ethyl 5-acetyl-2-(4-fluorobenzyl)-3-oxo-2,5-diazabicyclo[4.1.0]heptane-7-carboxylate), [BH4-].[Na+] (sodium borohydride), CO (MeOH). Run in CCO (EtOH). Run at time 8 hour. Yields the product C(C)(=O)N1CC(N(C2C(C12)CO)CC1=CC=C(C=C1)F)=O ((±)-5-Acetyl-2-(4-fluorobenzyl)-7-(hydroxymethyl)-2,5-diazabicyclo-[4.1.0]heptane-3-one). As a reaction SMILES: [C:1]([N:4]1[CH:10]2[CH:8]([CH:9]2[C:11](OCC)=[O:12])[N:7]([CH2:16][C:17]2[CH:22]=[CH:21][C:20]([F:23])=[CH:19][CH:18]=2)[C:6](=[O:24])[CH2:5]1)(=[O:3])[CH3:2].[BH4-].[Na+].CO>CCO>[C:1]([N:4]1[CH:10]2[CH:8]([CH:9]2[CH2:11][OH:12])[N:7]([CH2:16][C:17]2[CH:18]=[CH:19][C:20]([F:23])=[CH:21][CH:22]=2)[C:6](=[O:24])[CH2:5]1)(=[O:3])[CH3:2] |f:1.2|. Procedure details: To a solution of the exo isomer of ethyl 5-acetyl-2-(4-fluorobenzyl)-3-oxo-2,5-diazabicyclo[4.1.0]heptane-7-carboxylate (3.3 g, 9.87 mmol) in 32 ml EtOH at room temperature was added sodium borohydride (398 mg, 10.5 mmol). After stirring overnight, the reaction mixture was treated with 200 mL MeOH, stirred for 1 h and then concentrated. The residue was dissolved in dichloromethane (100 mL), treated with 1N HCl (10 mL) and water (20 mL). The aqueous phase was back extracted with chloroform (2×50 ... Starting materials: C[C@@H]1N([C@@H](CN(C1)CC1=CC=C(C=C1)OC(F)(F)F)C)S(=O)(=O)C1=C2CC(CC2=CC=C1)C(=O)O (4-[cis-2,6-Dimethyl-4-(4-trifluoromethoxy-benzyl)-piperazine-1-sulfonyl]-indan-2-carboxylic acid), C[C@@H]1CN(C[C@@H](N1)C)CC1=CC=C(C=C1)OC(F)(F)F (cis-3,5-dimethyl-1-(4-trifluoromethoxy-benzyl)-piperazine). Product: C[C@@H]1N([C@@H](CN(C1)CC1=CC=C(C=C1)OC(F)(F)F)C)S(=O)(=O)C1=C2CC(CC2=CC=C1)C(=O)O (4-[cis-2,6-dimethyl-4-(4-trifluoromethoxyl-benzyl)-piperazine-1-sulfonyl]-indan-2-carboxylic acid), C[C@@H]1N([C@@H](CN(C1)CC1=CC=C(C=C1)OC(F)(F)F)C)S(=O)(=O)C1=C2C[C@H](CC2=CC=C1)C(=O)O ((S)-4-[cis-2,6-Dimethyl-4-(4-trifluoromethoxy-benzyl)-piperazine-1-sulfonyl]-indan-2-carboxylic acid). RXN SMILES: [CH3:1][C@H:2]1[CH2:7][N:6]([CH2:8][C:9]2[CH:14]=[CH:13][C:12]([O:15][C:16]([F:19])([F:18])[F:17])=[CH:11][CH:10]=2)[CH2:5][C@@H:4]([CH3:20])[N:3]1[S:21]([C:24]1[CH:32]=[CH:31][CH:30]=[C:29]2[C:25]=1[CH2:26][CH:27]([C:33]([OH:35])=[O:34])[CH2:28]2)(=[O:23])=[O:22].C[C@H]1N[C@@H](C)CN(CC2C=CC(OC(F)(F)F)=CC=2)C1>>[CH3:1][C@H:2]1[CH2:7][N:6]([CH2:8][C:9]2[CH:14]=[CH:13][C:12]([O:15][C:16]([F:18])([F:17])[F:19])=[CH:11][CH:10]=2)[CH2:5][C@@H:4]([CH3:20])[N:3]1[S:21]([C:24]1[CH:32]=[CH:31][CH:30]=[C:29]2[C:25]=1[CH2:26][CH:27]([C:33]([OH:35])=[O:34])[CH2:28]2)(=[O:22])=[O:23].[CH3:1][C@H:2]1[CH2:7][N:6]([CH2:8][C:9]2[CH:14]=[CH:13][C:12]([O:15][C:16]([F:18])([F:17])[F:19])=[CH:11][CH:10]=2)[CH2:5][C@@H:4]([CH3:20])[N:3]1[S:21]([C:24]1[CH:32]=[CH:31][CH:30]=[C:29]2[C:25]=1[CH2:26][C@@H:27]([C:33]([OH:35])=[O:34])[CH2:28]2)(=[O:22])=[O:23]. Procedure: To a solution of 4-(trifluoromethoxy)-benzaldehyde (776 uL, 4.38 mmol) in methylene chloride (30 mL) was added cis-2,6-dimethyl piperazine (1.0 g, 8.77 mmol). After 1 hour sodium triacetoxy borohydride (2.45 g, 8.77 mmol) was added to the mixture. The solution was stirred at room temperature for an additional 4 hours. The reaction was concentrated in vacuo, diluted with ethyl acetate and extracted with 1N HCl (2×50 mL). The aqueous layer was then neutralized with NaOH and extracted with ethyl ac... The reactants are C[C@@H]1C[C@@H](CNC1)NC(OC(C)(C)C)=O (tert-butyl (3S,5R)-5-methylpiperidin-3-ylcarbamate), FC(S(=O)(=O)OC1=CC=NC2=CC=C(C=C12)C1=NC(=CC=C1)C=1SC=CN1)(F)F (6-(6-(thiazol-2-yl)pyridin-2-yl)quinolin-4-yl trifluoromethanesulfonate), CCN(C(C)C)C(C)C (DIEA). Run in CC(C)O (i-PrOH). The product is C[C@@H]1C[C@@H](CN(C1)C1=CC=NC2=CC=C(C=C12)C1=NC(=CC=C1)C=1SC=CN1)N ((3S,5R)-5-methyl-1-(6-(6-(thiazol-2-yl)pyridin-2-yl)quinolin-4-yl)piperidin-3-amine). The yield is 51.0%. As a reaction SMILES: [CH3:1][C@H:2]1[CH2:7][NH:6][CH2:5][C@@H:4]([NH:8]C(=O)OC(C)(C)C)[CH2:3]1.FC(F)(F)S(O[C:22]1[C:31]2[C:26](=[CH:27][CH:28]=[C:29]([C:32]3[CH:37]=[CH:36][CH:35]=[C:34]([C:38]4[S:39][CH:40]=[CH:41][N:42]=4)[N:33]=3)[CH:30]=2)[N:25]=[CH:24][CH:23]=1)(=O)=O.CCN(C(C)C)C(C)C>CC(O)C>[CH3:1][C@H:2]1[CH2:7][N:6]([C:22]2[C:31]3[C:26](=[CH:27][CH:28]=[C:29]([C:32]4[CH:37]=[CH:36][CH:35]=[C:34]([C:38]5[S:39][CH:40]=[CH:41][N:42]=5)[N:33]=4)[CH:30]=3)[N:25]=[CH:24][CH:23]=2)[CH2:5][C@@H:4]([NH2:8])[CH2:3]1. Procedure details: A solution of tert-butyl (3S,5R)-5-methylpiperidin-3-ylcarbamate (1.5 equiv.) and 6-(6-(thiazol-2-yl)pyridin-2-yl)quinolin-4-yl trifluoromethanesulfonate (1.0 equiv.) and DIEA (2.0 equiv.) in i-PrOH was heated in a microwave at 150° C. (5×20 min). Upon cooling the material was purified directly by RP-HPLC. Upon lyophilization, the Boc group was deprotected by treatment with 25% TFA/CH2Cl2, concentrated, purified by RP-HPLC and lyophilized to yield (3S,5R)-5-methyl-1-(6-(6-(thiazol-2-yl)pyridin-2...